From a dataset of the Open Reaction Database (ORD), a public repository of structured organic reaction records. describe an organic reaction: reactants, conditions, products, and yield The reactants are C(C1=CC=CC=C1)OC1=C2N(C(=NC1=O)CC1=C(C=CC=C1)C1=CC=NC=C1)CCN(C2=O)C(C)C (9-Benzyloxy-2-isopropyl-6-(2-pyridin-4-yl-benzyl)-3,4-dihydro-2H-pyrazino[1,2-c]pyrimidine-1,8-dione), ClC1=C(CC2=NC(C(=C3N2CCN(C3=O)C(C)C)O)=O)C=CC=C1Cl (6-(2,3-dichlorobenzyl)-9-hydroxy-2-isopropyl-3,4-dihydro-2H-pyrazino[1,2-c]pyrimidine-1,8-dione). Yields the product OC1=C2N(C(=NC1=O)CC1=C(C=CC=C1)C1=CC=NC=C1)CCN(C2=O)C(C)C (9-Hydroxy-2-isopropyl-6-(2-pyridin-4-yl-benzyl)-3,4-dihydro-2H-pyrazino[1,2-c]pyrimidine-1,8-dione). Yield: 14.8%. Reaction SMILES: C([O:8][C:9]1[C:14](=[O:15])[N:13]=[C:12]([CH2:16][C:17]2[CH:22]=[CH:21][CH:20]=[CH:19][C:18]=2[C:23]2[CH:28]=[CH:27][N:26]=[CH:25][CH:24]=2)[N:11]2[CH2:29][CH2:30][N:31]([CH:34]([CH3:36])[CH3:35])[C:32](=[O:33])[C:10]=12)C1C=CC=CC=1.ClC1C(Cl)=CC=CC=1CC1N2CCN(C(C)C)C(=O)C2=C(O)C(=O)N=1>>[OH:8][C:9]1[C:14](=[O:15])[N:13]=[C:12]([CH2:16][C:17]2[CH:22]=[CH:21][CH:20]=[CH:19][C:18]=2[C:23]2[CH:24]=[CH:25][N:26]=[CH:27][CH:28]=2)[N:11]2[CH2:29][CH2:30][N:31]([CH:34]([CH3:36])[CH3:35])[C:32](=[O:33])[C:10]=12. Reported procedure: 9-Hydroxy-2-isopropyl-6-(2-pyridin-4-yl-benzyl)-3,4-dihydro-2H-pyrazino[1,2-c]pyrimidine-1,8-dione (154) (30 mg, 14.77%) as a light yellow solid was synthesized from 9-benzyloxy-2-isopropyl-6-(2-pyridin-4-yl-benzyl)-3,4-dihydro-2H-pyrazino[1,2-c]pyrimidine-1,8-dione (153) (250 mg, 0.52 mmol) following the procedure as described for 6-(2,3-dichlorobenzyl)-9-hydroxy-2-isopropyl-3,4-dihydro-2H-pyrazino[1,2-c]pyrimidine-1,8-dione (135). The reactants are COC(=O)C=1C=C2C(=NC=NC2=CC1)Cl (methyl-4-chloroquinazoline-6-carboxylate), CC(C)C[AlH]CC(C)C (DIBAL-H). The solvent is C1CCOC1 (THF). Conditions: temperature -10 celsius, time 2 hour. Yields the product ClC1=NC=NC2=CC=C(C=C12)CO (4-chloroquinazoline-6-yl methanol). Yield: 68.5%. RXN SMILES: C[O:2][C:3]([C:5]1[CH:6]=[C:7]2[C:12](=[CH:13][CH:14]=1)[N:11]=[CH:10][N:9]=[C:8]2[Cl:15])=O.CC(C[AlH]CC(C)C)C>C1COCC1>[Cl:15][C:8]1[C:7]2[C:12](=[CH:13][CH:14]=[C:5]([CH2:3][OH:2])[CH:6]=2)[N:11]=[CH:10][N:9]=1. Procedure details: To a solution of methyl-4-chloroquinazoline-6-carboxylate (3.5 g, 0.015 mol) in dry THF (35 mL) at −25° C. was added DIBAL-H (4.4 g, 0.031 mol) and stirred at −25° C. to RT for 2 h. The reaction mixture was cooled to −10° C. and quenched with 10% aqueous NaHCO3 (9 mL). The reaction mixture was extracted with ethylacetate (100 mL), washed with water, brine and dried. The solvent was removed under vacuum to give 4-chloroquinazoline-6-yl methanol (2 g, 66%). Reactants: COC1=CC=C(C=C1)NC1CCN(CC1)CC1=CC(=NC=C1)C1=CC(=C(C(=C1)OC)OC)OC (4-(p-Anisidino)-1-[[2-(3,4,5-trimethoxyphenyl)pyridin-4-yl]methyl]piperidine), ClCC=1C=NC=C(C1)C1=CC(=C(C(=C1)OC)OC)OC (3-chloromethyl-5-(3,4,5-trimethoxyphenyl)pyridine), trihydrochloride. The product is Cl.Cl.Cl.COC1=CC=C(C=C1)N(CC=1C=NC=C(C1)C1=CC(=C(C(=C1)OC)OC)OC)C1CCN(CC1)CC1=CC(=NC=C1)C1=CC(=C(C(=C1)OC)OC)OC (4-[N-(4-Methoxyphenyl)-N-[[5-(3,4,5-trimethoxyphenyl)pyridin-3-yl]methyl]amino]-1-[[2-(3,4,5-trimethoxyphenyl)pyridin-4-yl]methyl]piperidine Trihydrochloride). Reaction SMILES: [CH3:1][O:2][C:3]1[CH:8]=[CH:7][C:6]([NH:9][CH:10]2[CH2:15][CH2:14][N:13]([CH2:16][C:17]3[CH:22]=[CH:21][N:20]=[C:19]([C:23]4[CH:28]=[C:27]([O:29][CH3:30])[C:26]([O:31][CH3:32])=[C:25]([O:33][CH3:34])[CH:24]=4)[CH:18]=3)[CH2:12][CH2:11]2)=[CH:5][CH:4]=1.[Cl:35][CH2:36][C:37]1[CH:38]=[N:39][CH:40]=[C:41]([C:43]2[CH:48]=[C:47]([O:49][CH3:50])[C:46]([O:51][CH3:52])=[C:45]([O:53][CH3:54])[CH:44]=2)[CH:42]=1>>[ClH:35].[ClH:35].[ClH:35].[CH3:1][O:2][C:3]1[CH:8]=[CH:7][C:6]([N:9]([CH:10]2[CH2:11][CH2:12][N:13]([CH2:16][C:17]3[CH:22]=[CH:21][N:20]=[C:19]([C:23]4[CH:24]=[C:25]([O:33][CH3:34])[C:26]([O:31][CH3:32])=[C:27]([O:29][CH3:30])[CH:28]=4)[CH:18]=3)[CH2:14][CH2:15]2)[CH2:36][C:37]2[CH:38]=[N:39][CH:40]=[C:41]([C:43]3[CH:48]=[C:47]([O:49][CH3:50])[C:46]([O:51][CH3:52])=[C:45]([O:53][CH3:54])[CH:44]=3)[CH:42]=2)=[CH:5][CH:4]=1 |f:2.3.4.5|. Procedure: 4-(p-Anisidino)-1-[[2-(3,4,5-trimethoxyphenyl)pyridin-4-yl]methyl]piperidine (139 mg) and 3-chloromethyl-5-(3,4,5-trimethoxyphenyl)pyridine (114 mg) were condensed by the same manner as described in Example 9. Yellow oil of a free base was converted to a trihydrochloride which gave the title compound as yellow powder.